From a dataset of the Open Reaction Database (ORD), a public repository of structured organic reaction records. describe an organic reaction: reactants, conditions, products, and yield Starting materials: Br (hydrobromic acid), [OH-].[Na+] (sodium hydroxide), COC1=C(C=CC=C1)OCCBr (2-bromoethyl 2-methoxyphenyl ether), Cl.Cl.CN(CCC1CCNCC1)C (4-(2-dimethylaminoethyl)piperidine dihydrochloride), ice water, Cl (hydrogen chloride). The solvent is C(C)(=O)O (acetic acid), CN(C)C=O (DMF), C(C)N(CC)CC (triethylamine), CCOCC (ether). Yields the product Cl.Cl.CN(CCC1CCN(CC1)CCOC1=C(C=CC=C1)O)C (2-{2-[4-(2-dimethylaminoethyl)piperidino]ethoxy}phenol dihydrochloride). Reaction SMILES: C[O:2][C:3]1[CH:8]=[CH:7][CH:6]=[CH:5][C:4]=1[O:9][CH2:10][CH2:11]Br.[ClH:13].Cl.[CH3:15][N:16]([CH3:25])[CH2:17][CH2:18][CH:19]1[CH2:24][CH2:23][NH:22][CH2:21][CH2:20]1.[OH-].[Na+].Br.Cl>CCOCC.C(O)(=O)C.CN(C=O)C.C(N(CC)CC)C>[ClH:13].[ClH:13].[CH3:25][N:16]([CH3:15])[CH2:17][CH2:18][CH:19]1[CH2:24][CH2:23][N:22]([CH2:11][CH2:10][O:9][C:4]2[CH:5]=[CH:6][CH:7]=[CH:8][C:3]=2[OH:2])[CH2:21][CH2:20]1 |f:1.2.3,4.5,12.13.14|. Procedure details: A mixture of 2-bromoethyl 2-methoxyphenyl ether (7.5 g), 4-(2-dimethylaminoethyl)piperidine dihydrochloride (7.44 g), triethylamine (18.1 ml) and DMF (50 ml) was heated on a steam bath for 18 hours. The mixture was poured into ice/water (500 ml) and basified with 2M sodium hydroxide. The product was extracted into dichloromethane to give an oil. The oil was triturated with ether. The ether was decanted off and evaporated to give crude 4-(2-dimethylaminoethyl)-1-[2-(2-methoxyphenoxy)ethyl]piperid... Starting materials: CC(C)(C)OC(=O)N1CC(COS(C)(=O)=O)C1, CCOC(C)=O, [K+], [K+], O=[N+]([O-])c1cc(O)cc(C(F)(F)F)c1, [Na+], O=C([O-])[O-], O=C([O-])O, CN(C)C=O. Product: CC(C)(C)OC(=O)N1CC(COc2cc([N+](=O)[O-])cc(C(F)(F)F)c2)C1. RXN SMILES: [C:1](=[O:2])([O:3][C:4]([CH3:5])([CH3:6])[CH3:7])[N:8]1[CH2:9][CH:10]([CH2:12][O:13][S:14]([CH3:15])(=[O:16])=[O:17])[CH2:11]1.[CH3:48][CH2:49][O:50][C:51]([CH3:52])=[O:53].[K+:32].[K+:33].[N+:18](=[O:19])([O-:20])[c:21]1[cH:22][c:23]([OH:31])[cH:24][c:25]([C:27]([F:28])([F:29])[F:30])[cH:26]1.[Na+:47].[O-:34][C:35]([O-:36])=[O:37].[O-:43][C:44]([OH:45])=[O:46].[O:38]=[CH:39][N:40]([CH3:41])[CH3:42]>>[C:1](=[O:2])([O:3][C:4]([CH3:5])([CH3:6])[CH3:7])[N:8]1[CH2:9][CH:10]([CH2:12][O:13][c:23]2[cH:22][c:21]([N+:18](=[O:19])[O-:20])[cH:26][c:25]([C:27]([F:28])([F:29])[F:30])[cH:24]2)[CH2:11]1. Starting materials: CON1CCC(CC1)=O (1-methoxy-piperidin-4-one), [BH4-].[Na+] (sodium borohydride). The solvent is C(C)O (ethanol). Run at time 5 hour. Product: CON1CCC(CC1)O (1-methoxy-piperidin-4-ol). RXN SMILES: [CH3:1][O:2][N:3]1[CH2:8][CH2:7][C:6](=[O:9])[CH2:5][CH2:4]1.[BH4-].[Na+]>C(O)C>[CH3:1][O:2][N:3]1[CH2:8][CH2:7][CH:6]([OH:9])[CH2:5][CH2:4]1 |f:1.2|. Reported procedure: To a solution of 1-methoxy-piperidin-4-one [prepared according to Journal of Organic Chemistry (1961), 26, 1867-74] (15.0 g, 116.1 mmol) in ethanol (430 ml) was added sodium borohydride 96% (2.29 g, 58.1 mmol) in portions. The reaction mixture was stirred at room temperature for 5 hours, evaporated to half of its volume, poured on cold saturated aqueous ammonium chloride and thoroughly extracted with ethyl acetate. The combined organic layers were washed with brine, dried over sodium sulfate and...